This data is from the Open Reaction Database (ORD), a public repository of structured organic reaction records. The task is: describe an organic reaction: reactants, conditions, products, and yield Reactants: COCCn1cc(Br)sc1=NC(=O)C12CC3CC(CC(C3)C1)C2, O=C([O-])[O-], COCCOC, CCO, OB(O)c1cccc(Cl)c1Cl, [Na+], [Na+], O, Cl[Pd]Cl, c1ccc(P(c2ccccc2)c2ccccc2)cc1, c1ccc(P(c2ccccc2)c2ccccc2)cc1. Yields the product COCCn1cc(-c2cccc(Cl)c2Cl)sc1=NC(=O)C12CC3CC(CC(C3)C1)C2. RXN SMILES: [Br:1][c:2]1[cH:3][n:4]([CH2:20][CH2:21][O:22][CH3:23])[c:5](=[N:7][C:8](=[O:9])[C:10]23[CH2:11][CH:12]4[CH2:13][CH:14]([CH2:15][CH:16]([CH2:17]2)[CH2:18]4)[CH2:19]3)[s:6]1.[C:35](=[O:36])([O-:37])[O-:38].[CH3:41][O:42][CH2:43][CH2:44][O:45][CH3:46].[CH3:48][CH2:49][OH:50].[Cl:24][c:25]1[c:26]([B:32]([OH:33])[OH:34])[cH:27][cH:28][cH:29][c:30]1[Cl:31].[Na+:39].[Na+:40].[OH2:47].[Pd:51]([Cl:52])[Cl:53].[c:54]1([P:55]([c:56]2[cH:57][cH:58][cH:59][cH:60][cH:61]2)[c:62]2[cH:63][cH:64][cH:65][cH:66][cH:67]2)[cH:68][cH:69][cH:70][cH:71][cH:72]1.[c:73]1([P:74]([c:75]2[cH:76][cH:77][cH:78][cH:79][cH:80]2)[c:81]2[cH:82][cH:83][cH:84][cH:85][cH:86]2)[cH:87][cH:88][cH:89][cH:90][cH:91]1>>[c:2]1(-[c:26]2[c:25]([Cl:24])[c:30]([Cl:31])[cH:29][cH:28][cH:27]2)[cH:3][n:4]([CH2:20][CH2:21][O:22][CH3:23])[c:5](=[N:7][C:8](=[O:9])[C:10]23[CH2:11][CH:12]4[CH2:13][CH:14]([CH2:15][CH:16]([CH2:17]2)[CH2:18]4)[CH2:19]3)[s:6]1.